From a dataset of the Open Reaction Database (ORD), a public repository of structured organic reaction records. describe an organic reaction: reactants, conditions, products, and yield Conditions: temperature 65 celsius. The yield is 92.0%. Reported procedure: A solution of 6-acetyl-2,2-dimethylchroman (Compound 215, 2.15 g, 10.5 mmol) and NaOH (2.0 g, 50 mmol) in dioxane (50 mL) and bleach (50 mL, 5.25% NaOCl) was heated at 65° C. for 4 days. Upon cooling to room temperature Na2SO3 was added until an aliquot of this solution remained colorless color when treated with of one drop of a solution of I2 in CCl4. The solution was acidified with H2SO4 (pH 4) and extracted with ether. The combined organic layers were dried (Na2SO4) and concentrated under red... Run in C(Cl)(Cl)(Cl)Cl (CCl4), O1CCOCC1 (dioxane). Reagents/catalysts: solution. Yields the product EtOAc hexanes, CC1(OC2=CC=C(C=C2CC1)C(=O)O)C (2,2-dimethylchroman-6-carboxylic acid). Reaction SMILES: [C:1]([C:4]1[CH:5]=[C:6]2[C:11](=[CH:12][CH:13]=1)[O:10][C:9]([CH3:15])([CH3:14])[CH2:8][CH2:7]2)(=[O:3])C.[OH-].[Na+].[O-]Cl.[Na+].[O-:21]S([O-])=O.[Na+].[Na+].II.OS(O)(=O)=O>O1CCOCC1.C(Cl)(Cl)(Cl)Cl>[CH3:14][C:9]1([CH3:15])[CH2:8][CH2:7][C:6]2[C:11](=[CH:12][CH:13]=[C:4]([C:1]([OH:3])=[O:21])[CH:5]=2)[O:10]1 |f:1.2,3.4,5.6.7|. Starting materials: II (I2), [OH-].[Na+] (NaOH), [O-]Cl.[Na+] (NaOCl), OS(=O)(=O)O (H2SO4), C(C)(=O)C=1C=C2CCC(OC2=CC1)(C)C (6-acetyl-2,2-dimethylchroman), C(C)(=O)C=1C=C2CCC(OC2=CC1)(C)C (6-acetyl-2,2-dimethylchroman), [O-]S(=O)[O-].[Na+].[Na+] (Na2SO3). Starting materials: C(C1=CC=CC=C1)(=O)S[C@H](C(=O)N[C@@H](C(C)C)C(=O)N[C@@H](CC1=CNC2=CC=CC=C12)C(=O)O)CSC(C1=CC=CC=C1)=O (N-[(R)-2,3-Bis-(benzoylthio)-propionyl]-valyltryptophan). Run in C1(=CC=CC=C1)C (toluene). Product: C(C1=CC=CC=C1)(=O)S[C@@H](C(=O)N[C@@H](C(C)C)C(=O)N1[C@H](C(=O)O)CCC1)CSC(C1=CC=CC=C1)=O (N-[(S)-2,3-Bis-(benzoylthio)-propionyl]-valylproline). RXN SMILES: [C:1]([S:9][C@@H:10]([CH2:35][S:36][C:37](=[O:44])[C:38]1[CH:43]=[CH:42][CH:41]=[CH:40][CH:39]=1)[C:11]([NH:13][C@H:14]([C:18]([NH:20][C@H:21]([C:32]([OH:34])=[O:33])[CH2:22][C:23]1C2C(=CC=CC=2)N[CH:24]=1)=[O:19])[CH:15]([CH3:17])[CH3:16])=[O:12])(=[O:8])[C:2]1[CH:7]=[CH:6][CH:5]=[CH:4][CH:3]=1>C1(C)C=CC=CC=1>[C:1]([S:9][C@H:10]([CH2:35][S:36][C:37](=[O:44])[C:38]1[CH:39]=[CH:40][CH:41]=[CH:42][CH:43]=1)[C:11]([NH:13][C@H:14]([C:18]([N:20]1[CH2:24][CH2:23][CH2:22][C@H:21]1[C:32]([OH:34])=[O:33])=[O:19])[CH:15]([CH3:16])[CH3:17])=[O:12])(=[O:8])[C:2]1[CH:3]=[CH:4][CH:5]=[CH:6][CH:7]=1. Reported procedure: N-[(R)-2,3-Bis-(benzoylthio)-propionyl]-valyltryptophan, melting point 205°-208° C. (toluene), Rf=0.60 in system I. The reactants are [H-].[Na+] (Sodium hydride), IC (iodomethane), ClC1=CC=C(C=C1)S(=O)(=O)C(CCNC(OCC)=O)C1=C(C=CC(=C1)F)F (ethyl N-[3-[(4-chlorophenyl)sulfonyl]-3-(2,5-difluorophenyl)propyl]carbamate), [H-].[Na+] (sodium hydride), IC (Iodomethane), O (Water). Solvent: CCCCCC (hexane), O1CCCC1 (tetrahydrofuran). Run at time 3 hour. The product is ClC1=CC=C(C=C1)S(=O)(=O)C(CCN(C(OCC)=O)C)C1=C(C=CC(=C1)F)F (Ethyl N-[3-[(4-chlorophenyl)sulfonyl]-3-(2,5-difluorophenyl)propyl]-N-methylcarbamate). The yield is 80.8%. Reaction SMILES: [Cl:1][C:2]1[CH:7]=[CH:6][C:5]([S:8]([CH:11]([C:20]2[CH:25]=[C:24]([F:26])[CH:23]=[CH:22][C:21]=2[F:27])[CH2:12][CH2:13][NH:14][C:15](=[O:19])[O:16][CH2:17][CH3:18])(=[O:10])=[O:9])=[CH:4][CH:3]=1.[H-].[Na+].I[CH3:31].O>O1CCCC1.CCCCCC>[Cl:1][C:2]1[CH:3]=[CH:4][C:5]([S:8]([CH:11]([C:20]2[CH:25]=[C:24]([F:26])[CH:23]=[CH:22][C:21]=2[F:27])[CH2:12][CH2:13][N:14]([CH3:31])[C:15](=[O:19])[O:16][CH2:17][CH3:18])(=[O:10])=[O:9])=[CH:6][CH:7]=1 |f:1.2|. Procedure details: In tetrahydrofuran (4 ml) was dissolved ethyl N-[3-[(4-chlorophenyl)sulfonyl]-3-(2,5-difluorophenyl)propyl]carbamate (100 mg, 0.239 mmol), followed by the addition of sodium hydride (60% dispersion in mineral oil, 11.5 mg, 0.287 mmol). The resulting mixture was stirred at room temperature for 3 hours. Iodomethane (17.8 μl, 0.287 mmol) was added and the mixture was stirred at room temperature for 15 hours. Sodium hydride (60% dispersion in mineral oil, 5.00 mg, 0.125 mmol) and iodomethane (10.0 μ... Starting materials: COc1ccc(C(C)(C)CN)cc1, O=Cc1ccc(C(F)(F)F)cc1. Product: COc1ccc(C(C)(C)CNCc2ccc(C(F)(F)F)cc2)cc1. RXN SMILES: [CH3:1][O:2][c:3]1[cH:4][cH:5][c:6]([C:9]([CH2:10][NH2:11])([CH3:12])[CH3:13])[cH:7][cH:8]1.[F:14][C:15]([c:16]1[cH:17][cH:18][c:19]([CH:20]=[O:21])[cH:22][cH:23]1)([F:24])[F:25]>>[CH3:1][O:2][c:3]1[cH:4][cH:5][c:6]([C:9]([CH2:10][NH:11][CH2:20][c:19]2[cH:18][cH:17][c:16]([C:15]([F:14])([F:24])[F:25])[cH:23][cH:22]2)([CH3:12])[CH3:13])[cH:7][cH:8]1. The reactants are CON=C(C(=O)OC)C1=C(C=CC=C1)OCC1=CC=CC=C1 (methyl 2-methoxyimino-2-(2-benzyloxyphenyl)acetate), CNC (dimethylamine). Solvent: CO (methanol). The product is CN(C(C(C1=C(C=CC=C1)OCC1=CC=CC=C1)=NOC)=O)C (2-Methoxyimino-2-(2-benzyloxyphenyl)acetic acid N,N-dimethylamide). The yield is 66.0%. Reaction SMILES: [CH3:1][O:2][N:3]=[C:4]([C:9]1[CH:14]=[CH:13][CH:12]=[CH:11][C:10]=1[O:15][CH2:16][C:17]1[CH:22]=[CH:21][CH:20]=[CH:19][CH:18]=1)[C:5](OC)=[O:6].[CH3:23][NH:24][CH3:25]>CO>[CH3:23][N:24]([CH3:25])[C:5](=[O:6])[C:4](=[N:3][O:2][CH3:1])[C:9]1[CH:14]=[CH:13][CH:12]=[CH:11][C:10]=1[O:15][CH2:16][C:17]1[CH:22]=[CH:21][CH:20]=[CH:19][CH:18]=1. Procedure: A solution of 4.9 g (16.4 mmol) of methyl 2-methoxyimino-2-(2-benzyloxyphenyl)acetate and 0.9 g (20 mmol) of dimethylamine in 20 ml of methanol was stirred at about -25° C. for 60 hours. After removal of the solvent, the crude product was purified by chromatography on silica gel (methyl tert-butyl ether/n-hexane mixture as eluent). Yield: 66%; The reactants are Cc1ccc(COC(=O)N2CCCC2C(=O)O)cc1, CN1CCOCC1, CC(C)COC(=O)Cl, CC(C)C(N)CO. Product: Cc1ccc(COC(=O)N2CCCC2C(=O)NC(CO)C(C)C)cc1. Reaction SMILES: [CH3:1][c:2]1[cH:3][cH:4][c:5]([CH2:6][O:7][C:8](=[O:9])[N:10]2[CH:11]([C:12](=[O:13])[OH:14])[CH2:15][CH2:16][CH2:17]2)[cH:18][cH:19]1.[CH3:28][N:29]1[CH2:30][CH2:31][O:32][CH2:33][CH2:34]1.[Cl:20][C:21]([O:22][CH2:23][CH:24]([CH3:25])[CH3:26])=[O:27].[NH2:35][CH:36]([CH:37]([CH3:38])[CH3:39])[CH2:40][OH:41]>>[CH3:1][c:2]1[cH:3][cH:4][c:5]([CH2:6][O:7][C:8](=[O:9])[N:10]2[CH:11]([C:12](=[O:14])[NH:35][CH:36]([CH:37]([CH3:38])[CH3:39])[CH2:40][OH:41])[CH2:15][CH2:16][CH2:17]2)[cH:18][cH:19]1. The reactants are CC1(C2=C(C(=CC=C2)P(C3=CC=CC=C3)C4=CC=CC=C4)OC5=C(C=CC=C51)P(C6=CC=CC=C6)C7=CC=CC=C7)C (xantphos), C(=O)([O-])[O-].[K+].[K+] (K2CO3), CC=1N=C(SC1)C=1C=NC=CC1 (3-(4-methylthiazol-2-yl)pyridine), BrC1=CC=C2C(=N1)C(CCO2)=C (6-bromo-4-methylene-2,3-dihydropyrano[3,2-b]pyridine). The reagents and catalysts are C=1C=CC(=CC1)/C=C/C(=O)/C=C/C2=CC=CC=C2.C=1C=CC(=CC1)/C=C/C(=O)/C=C/C2=CC=CC=C2.C=1C=CC(=CC1)/C=C/C(=O)/C=C/C2=CC=CC=C2.[Pd].[Pd] (Pd2(dba)3). Solvent: 1,4-dioxance, C(C)(=O)OCC (Ethyl acetate), O (H2O). Conditions: temperature 120 celsius, time 18 hour. Product: C=C1CCOC=2C1=NC(=CC2)C2=C(N=C(S2)C=2C=NC=CC2)C (4-methylene-6-[4-methyl-2-(3-pyridyl)thiazol-5-yl]-2,3-dihydropyrano[3,2-b]pyridine). The yield is 22.1%. Reaction SMILES: CC1(C)C2C(=C(P(C3C=CC=CC=3)C3C=CC=CC=3)C=CC=2)OC2C(P(C3C=CC=CC=3)C3C=CC=CC=3)=CC=CC1=2.C([O-])([O-])=O.[K+].[K+].[CH3:49][C:50]1[N:51]=[C:52]([C:55]2[CH:56]=[N:57][CH:58]=[CH:59][CH:60]=2)[S:53][CH:54]=1.Br[C:62]1[N:67]=[C:66]2[C:68](=[CH2:72])[CH2:69][CH2:70][O:71][C:65]2=[CH:64][CH:63]=1>C(OCC)(=O)C.O.C1C=CC(/C=C/C(/C=C/C2C=CC=CC=2)=O)=CC=1.C1C=CC(/C=C/C(/C=C/C2C=CC=CC=2)=O)=CC=1.C1C=CC(/C=C/C(/C=C/C2C=CC=CC=2)=O)=CC=1.[Pd].[Pd]>[CH2:72]=[C:68]1[C:66]2=[N:67][C:62]([C:54]3[S:53][C:52]([C:55]4[CH:56]=[N:57][CH:58]=[CH:59][CH:60]=4)=[N:51][C:50]=3[CH3:49])=[CH:63][CH:64]=[C:65]2[O:71][CH2:70][CH2:69]1 |f:1.2.3,8.9.10.11.12|. Procedure: To a stirred mixture of Pd2(dba)3 (270 mg, 0.3 mmol), xantphos (870 mg, 1.5 mmol), K2CO3 (1.52 g, 11 mmol) and 3-(4-methylthiazol-2-yl)pyridine (1.76 g, 10 mmol) in a sealed tube was added 6-bromo-4-methylene-2,3-dihydropyrano[3,2-b]pyridine (2.49 g, 11 mmol) in 1,4-dioxance (30 mL). The mixture was stirred at 120° C. for 18 hours. The mixture was diluted with Ethyl acetate and H2O, the organic layer was washed with brine and water, dried over Na2SO4, and concentrated in vacuo. The crude product... Starting materials: [BH4-], NC1CC1, ClCCl, [Mg+2], [Na+], O=S(=O)([O-])[O-], CC(=O)c1ccccc1. Yields the product CC(NC1CC1)c1ccccc1. As a reaction SMILES: [BH4-:20].[CH:10]1([NH2:13])[CH2:11][CH2:12]1.[Cl:22][CH2:23][Cl:24].[Mg+2:14].[Na+:21].[O-:15][S:16](=[O:17])(=[O:18])[O-:19].[c:1]1([C:7]([CH3:8])=[O:9])[cH:2][cH:3][cH:4][cH:5][cH:6]1>>[c:1]1([CH:7]([CH3:8])[NH:13][CH:10]2[CH2:11][CH2:12]2)[cH:2][cH:3][cH:4][cH:5][cH:6]1. Starting materials: OC(C)C=1C=C(C=C2C=C(C(OC12)C(F)(F)F)C(=O)OCC)C (ethyl 8-(1-hydroxyethyl)-6-methyl-2-(trifluoromethyl)-2H-chromene-3-carboxylate), C(C)[SiH](CC)CC (Triethylsilane). Run in FC(C(=O)O)(F)F (trifluoroacetic acid). Reaction conditions: time 18 hour. Yields the product C(C)C=1C=C(C=C2C=C(C(OC12)C(F)(F)F)C(=O)OCC)C (ethyl 8-ethyl-6-methyl-2-(trifluoromethyl)-2H-chromene-3-carboxylate). As a reaction SMILES: O[CH:2]([C:4]1[CH:5]=[C:6]([CH3:23])[CH:7]=[C:8]2[C:13]=1[O:12][CH:11]([C:14]([F:17])([F:16])[F:15])[C:10]([C:18]([O:20][CH2:21][CH3:22])=[O:19])=[CH:9]2)[CH3:3].C([SiH](CC)CC)C>FC(F)(F)C(O)=O>[CH2:2]([C:4]1[CH:5]=[C:6]([CH3:23])[CH:7]=[C:8]2[C:13]=1[O:12][CH:11]([C:14]([F:15])([F:16])[F:17])[C:10]([C:18]([O:20][CH2:21][CH3:22])=[O:19])=[CH:9]2)[CH3:3]. Procedure: The ethyl 8-(1-hydroxyethyl)-6-methyl-2-(trifluoromethyl)-2H-chromene-3-carboxylate prepared as in Example 6051, Step 1 (0.30 g, 0.91 mmole) was dissolved in trifluoroacetic acid (5 mL). Triethylsilane (0.32 g, 2.73 mmole) was added dropwise to the above solution, which was allowed to stir for 18 hours. The reaction was quenched with saturated sodium bicarbonate (15 mL) and extracted with Et2O (2×20 mL). The combined extracts were washed with brine (20 mL), dried over MgSO4, and filtered. The fi... Starting materials: COC=1C=C(N)C=C(C1)OC (3,5-dimethoxy aniline), CCCCCC (hexane), C(C)(=O)OCC (ethyl acetate), CC1(OC(=CC(O1)=O)C)C (2,2,6-trimethyl4H-1, 3-dioxin-4-one). Run in C=1(C(=CC=CC1)C)C (xylene). Conditions: temperature 130 celsius, time 3 hour. Product: COC=1C=C(N)C=C(C1)OC (3,5-dimethoxy aniline), COC=1C=C(C=C(C1)OC)NC(CC(C)=O)=O (N-(3,5-dimethoxyphenyl)-3-oxo-butanamide). The yield is 186.2%. Reaction SMILES: [CH3:1][O:2][C:3]1[CH:4]=[C:5]([CH:7]=[C:8]([O:10][CH3:11])[CH:9]=1)[NH2:6].CC1(C)[O:18][C:17](=O)[CH:16]=[C:15]([CH3:20])[O:14]1.CCCCCC.C(OCC)(=O)C>C1(C)C(C)=CC=CC=1>[CH3:11][O:10][C:8]1[CH:7]=[C:5]([CH:4]=[C:3]([O:2][CH3:1])[CH:9]=1)[NH2:6].[CH3:11][O:10][C:8]1[CH:7]=[C:5]([NH:6][C:17](=[O:18])[CH2:16][C:15](=[O:14])[CH3:20])[CH:4]=[C:3]([O:2][CH3:1])[CH:9]=1. Reported procedure: A solution of 3,5-dimethoxy aniline 1 (5 g, 32.6 mmol) in xylene (20 mL) was taken in a 100 mL round bottom flask equipped with a reflux condenser and a dropping funnel and heated at 130° C. under nitrogen atmosphere. 2,2,6-trimethyl4H-1, 3-dioxin-4-one (4.64 g, 32.6 mmol) was then added dropwise for 25 min. Heating was continued at 125-130° C. for additional 3 h (TLC hexane : ethyl acetate, 6:4 Rf=0.3). The reaction mixture was cooled to 50° C. and xylene was removed under vacuum to get oily re...